Dataset: the Open Reaction Database (ORD), a public repository of structured organic reaction records. Task: describe an organic reaction: reactants, conditions, products, and yield Reaction conditions: time 12 hour. Starting materials: FC1=CC=C(C=C1)C1(CC(C1)(OC)OC)C(=O)O (1-(4-Fluorophenyl)-3,3-dimethoxycyclobutanecarboxylic acid), Cl (HCl), CO (MeOH). The yield is 80.0%. Yields the product FC1=CC=C(C=C1)C1(CC(C1)=O)C(=O)OC (Methyl 1-(4-fluorophenyl)-3-oxocyclobutanecarboxylate). Reported procedure: To a stirred solution of Intermediate 308B (1.0 g, 3.93 mmol) in MeOH (15 mL) was added a concentrated aq. solution of HCl (5 mL) and the solution was stirred at RT for 12 h. The volatiles were removed under reduced pressure and the resulting residue was purified by silica gel chromatography (24 g REDISEP® column, eluting with 20% EtOAc in hexanes). Fractions containing the product were combined and evaporated to afford Intermediate 308C as a colorless oil (700 mg, 80%). 1H NMR (400 MHz, chlorof... As a reaction SMILES: [F:1][C:2]1[CH:7]=[CH:6][C:5]([C:8]2([C:16]([OH:18])=[O:17])[CH2:11][C:10]([O:14]C)(OC)[CH2:9]2)=[CH:4][CH:3]=1.Cl.[CH3:20]O>>[F:1][C:2]1[CH:3]=[CH:4][C:5]([C:8]2([C:16]([O:18][CH3:20])=[O:17])[CH2:9][C:10](=[O:14])[CH2:11]2)=[CH:6][CH:7]=1.